This data is from the Open Reaction Database (ORD), a public repository of structured organic reaction records. The task is: describe an organic reaction: reactants, conditions, products, and yield The reactants are COc1ccccc1COCCCOc1ccc(C2C(COCC(O)COS(=O)(=O)c3ccc(C)cc3)CN(C(=O)OC(C)(C)C)CC2OCc2cc(OC)c3ccccc3c2)cc1, CS(C)=O, [Na+], [OH-], c1ccncc1. Yields the product COc1ccccc1COCCCOc1ccc(C2C(COCC3CO3)CN(C(=O)OC(C)(C)C)CC2OCc2cc(OC)c3ccccc3c2)cc1. Reaction SMILES: [C:1]([CH3:2])([CH3:3])([CH3:4])[O:5][C:6](=[O:7])[N:8]1[CH2:9][CH:10]([CH2:48][O:49][CH2:50][CH:51]([CH2:52][O:53][S:55]([c:56]2[cH:57][cH:58][c:59]([CH3:60])[cH:61][cH:62]2)(=[O:63])=[O:64])[OH:54])[CH:11]([c:28]2[cH:29][cH:30][c:31]([O:34][CH2:35][CH2:36][CH2:37][O:38][CH2:39][c:40]3[c:41]([O:46][CH3:47])[cH:42][cH:43][cH:44][cH:45]3)[cH:32][cH:33]2)[CH:12]([O:14][CH2:15][c:16]2[cH:17][c:18]3[cH:19][cH:20][cH:21][cH:22][c:23]3[c:24]([O:26][CH3:27])[cH:25]2)[CH2:13]1.[CH3:73][S:74]([CH3:75])=[O:76].[Na+:66].[OH-:65].[cH:67]1[cH:68][cH:69][n:70][cH:71][cH:72]1>>[C:1]([CH3:2])([CH3:3])([CH3:4])[O:5][C:6](=[O:7])[N:8]1[CH2:9][CH:10]([CH2:48][O:49][CH2:50][CH:51]2[CH2:52][O:53]2)[CH:11]([c:28]2[cH:29][cH:30][c:31]([O:34][CH2:35][CH2:36][CH2:37][O:38][CH2:39][c:40]3[c:41]([O:46][CH3:47])[cH:42][cH:43][cH:44][cH:45]3)[cH:32][cH:33]2)[CH:12]([O:14][CH2:15][c:16]2[cH:17][c:18]3[cH:19][cH:20][cH:21][cH:22][c:23]3[c:24]([O:26][CH3:27])[cH:25]2)[CH2:13]1.